Dataset: the Open Reaction Database (ORD), a public repository of structured organic reaction records. Task: describe an organic reaction: reactants, conditions, products, and yield Reactants: ClC=1C(=NC(=NC1)NC1=CC2=C(N(C(CCC2)=O)CC(=O)O)C=C1)NC1=C(C=CC=C1)S(NC)(=O)=O ({7-[5-Chloro-4-(2-methylsulfamoyl-phenylamino)-pyrimidin-2-ylamino]-2-oxo-2,3,4,5-tetrahydro-benzo[b]azepin-1-yl}-acetic acid), CN1CCNCC1 (N-methylpiperazine), Cl.CN(CCCN=C=NCC)C (1-[3-(dimethylamino)propyl]3-ethylcarbodiimide hydrochloride), CN1CCOCC1 (N-methylmorpholine), OC1=CC=CC=2NN=NC21 (hydroxybenzotriazole). Run in CN(C)C=O (DMF), CO.C(Cl)Cl (MeOH CH2Cl2). Reaction conditions: time 18 hour. Product: ClC=1C(=NC(=NC1)NC1=CC2=C(N(C(CCC2)=O)CC(=O)N2CCN(CC2)C)C=C1)NC1=C(C=CC=C1)S(=O)(=O)NC (2-(5-Chloro-2-{1-[2-(4-methyl-piperazin-1-yl)-2-oxo-ethyl]-2-oxo-2,3,4,5-tetrahydro-1H-benzo[b]azepin-7-ylamino}-pyrimidin-4-ylamino)-N-methyl-benzenesulfonamide). Isolated yield 56.0%. As a reaction SMILES: [Cl:1][C:2]1[C:3]([NH:25][C:26]2[CH:31]=[CH:30][CH:29]=[CH:28][C:27]=2[S:32](=[O:36])(=[O:35])[NH:33][CH3:34])=[N:4][C:5]([NH:8][C:9]2[CH:24]=[CH:23][C:12]3[N:13]([CH2:19][C:20](O)=[O:21])[C:14](=[O:18])[CH2:15][CH2:16][CH2:17][C:11]=3[CH:10]=2)=[N:6][CH:7]=1.[CH3:37][N:38]1[CH2:43][CH2:42][NH:41][CH2:40][CH2:39]1.Cl.CN(C)CCCN=C=NCC.CN1CCOCC1.OC1C2N=NNC=2C=CC=1>CN(C=O)C.CO.C(Cl)Cl>[Cl:1][C:2]1[C:3]([NH:25][C:26]2[CH:31]=[CH:30][CH:29]=[CH:28][C:27]=2[S:32]([NH:33][CH3:34])(=[O:36])=[O:35])=[N:4][C:5]([NH:8][C:9]2[CH:24]=[CH:23][C:12]3[N:13]([CH2:19][C:20]([N:41]4[CH2:42][CH2:43][N:38]([CH3:37])[CH2:39][CH2:40]4)=[O:21])[C:14](=[O:18])[CH2:15][CH2:16][CH2:17][C:11]=3[CH:10]=2)=[N:6][CH:7]=1 |f:2.3,7.8|. Procedure: {7-[5-Chloro-4-(2-methylsulfamoyl-phenylamino)-pyrimidin-2-ylamino]-2-oxo-2,3,4,5-tetrahydro-benzo[b]azepin-1-yl}-acetic acid (227 mg, 0.43 mmol), N-methylpiperazine (48 μl, 0.43 mmol), 1-[3-(dimethylamino)propyl]3-ethylcarbodiimide hydrochloride (98 mg, 0.51 mmol), N-methylmorpholine (119 μl, 2.5 mmol), and hydroxybenzotriazole (69 mg, 0.51 mmol) were dissolved in anhydrous DMF, and the solution was stirred 18 hours at room temperature. It was then partitioned between ethyl acetate and water, a... Starting materials: C(C)(C)(C)C=1C=C(C(=C(C1)C1=CC(=C(C=C1)Cl)Cl)O)C=O (5-(tert-Butyl)-3′,4′-dichloro-2-hydroxy-[1,1′-biphenyl]-3-carbaldehyde), CC1(CCC1)N (1-methylcyclobutylamine). The product is C(C)(C)(C)C1=CC(=C(C(=C1)C1=CC(=C(C=C1)Cl)Cl)O)CNC1(CCC1)C (5-(tert-Butyl)-3′,4′-dichloro-3-(((1-methylcyclobutyl)amino)methyl)-[1,1′-biphenyl]-2-ol). As a reaction SMILES: [C:1]([C:5]1[CH:6]=[C:7]([CH:20]=O)[C:8]([OH:19])=[C:9]([C:11]2[CH:16]=[CH:15][C:14]([Cl:17])=[C:13]([Cl:18])[CH:12]=2)[CH:10]=1)([CH3:4])([CH3:3])[CH3:2].[CH3:22][C:23]1([NH2:27])[CH2:26][CH2:25][CH2:24]1>>[C:1]([C:5]1[CH:10]=[C:9]([C:11]2[CH:16]=[CH:15][C:14]([Cl:17])=[C:13]([Cl:18])[CH:12]=2)[C:8]([OH:19])=[C:7]([CH2:20][NH:27][C:23]2([CH3:22])[CH2:26][CH2:25][CH2:24]2)[CH:6]=1)([CH3:4])([CH3:3])[CH3:2]. Procedure: 5-(tert-Butyl)-3′,4′-dichloro-3-(((1-methylcyclobutyl)amino)methyl)-[1,1′-biphenyl]-2-ol was prepared as a white solid using the procedure described in Example 5 from 5-(tert-butyl)-3′,4′-dichloro-2-hydroxy-[1,1′-biphenyl]-3-carbaldehyde (from Example 19, Step 1) and 1-methylcyclobutylamine. Reactants: OS(=O)(=O)O.O=S(=O)=O (oleum), FC1=C(C=CC=C1)NC(=O)NC1=C(C=CC(=C1)C(F)(F)F)OC (N-(2-Fluorophenyl)-N′-[2-methoxy-5-(trifluoromethyl)phenyl]urea), C(C=C)(=O)OC (methyl acrylate). Reagents/catalysts: C(C)(=O)[O-].[Pd+2].C(C)(=O)[O-] (palladium acetate). Solvent: C(C)(=O)O (acetic acid). Reaction conditions: time 8 hour. The product is FC=1C(=C(C=CC1)/C=C/C(=O)OC)NC(=O)NC1=C(C=CC(=C1)C(F)(F)F)OC (methyl (2E)-3-{3-fluoro-2-[({[2-methoxy-5-(trifluoromethyl)phenyl]amino}carbonyl)amino]phenyl}acrylate). Isolated yield 74.4%. Reaction SMILES: [F:1][C:2]1[CH:7]=[CH:6][CH:5]=[CH:4][C:3]=1[NH:8][C:9]([NH:11][C:12]1[CH:17]=[C:16]([C:18]([F:21])([F:20])[F:19])[CH:15]=[CH:14][C:13]=1[O:22][CH3:23])=[O:10].OS(O)(=O)=O.O=S(=O)=O.[C:33]([O:37][CH3:38])(=[O:36])[CH:34]=[CH2:35]>C(O)(=O)C.C([O-])(=O)C.[Pd+2].C([O-])(=O)C>[F:1][C:2]1[C:3]([NH:8][C:9]([NH:11][C:12]2[CH:17]=[C:16]([C:18]([F:21])([F:20])[F:19])[CH:15]=[CH:14][C:13]=2[O:22][CH3:23])=[O:10])=[C:4](/[CH:35]=[CH:34]/[C:33]([O:37][CH3:38])=[O:36])[CH:5]=[CH:6][CH:7]=1 |f:1.2,5.6.7|. Procedure details: N-(2-Fluorophenyl)-N′-[2-methoxy-5-(trifluoromethyl)phenyl]urea (0.225 kg) is dissolved in acetic acid (6.75 l) and treated with palladium acetate (30.3 g). 65% strength oleum (247.5 g) is then metered in and methyl acrylate (90 g) is subsequently added. The solution is stirred at room temperature overnight. Subsequently, acetic acid (3740 g) is distilled off at 30° C. and ca. 30 mbar. The suspension is treated with water (2.25 l) and stirred for ca. 1 hour. The product is filtered off with suct... Starting materials: O1CCOCC1.Cl (HCl dioxane), C(C)(C)(C)OC(=O)NCC(=O)N[C@H]1CN(CC1)CC1=CC=C(C=C1)Cl ((R)-3-[N-(tert-butoxycarbonyl)glycyl]amino-1-(4-chlorobenzyl)pyrrolidine). Solvent: CO (methanol). Reaction conditions: time 2 hour. Yields the product NCC(=O)N[C@H]1CN(CC1)CC1=CC=C(C=C1)Cl ((R)-3-(glycylamino)-1-(4-chlorobenzyl)pyrrolidine). Isolated yield 85.7%. RXN SMILES: O1CCOCC1.Cl.C(OC([NH:15][CH2:16][C:17]([NH:19][C@@H:20]1[CH2:24][CH2:23][N:22]([CH2:25][C:26]2[CH:31]=[CH:30][C:29]([Cl:32])=[CH:28][CH:27]=2)[CH2:21]1)=[O:18])=O)(C)(C)C>CO>[NH2:15][CH2:16][C:17]([NH:19][C@@H:20]1[CH2:24][CH2:23][N:22]([CH2:25][C:26]2[CH:27]=[CH:28][C:29]([Cl:32])=[CH:30][CH:31]=2)[CH2:21]1)=[O:18] |f:0.1|. Reported procedure: A 4 M HCl dioxane (38 mL) solution was added to a methanol (60 mL) solution of (R)-3-[N-(tert-butoxycarbonyl)glycyl]amino-1-(4-chlorobenzyl)pyrrolidine (5.39 g, 14.7 mmol). The resulting solution was stirred at room temperature for 2 hours. The reaction mixture was concentrated, and a 2 M solution (80 mL) of NaOH was added. The mixture solution was extracted with dichloromethane (80 mL×3), and the extracts were combined, dried over anhydrous sodium sulfate, concentrated and purified by column ch... Reactants: C(C)OC(CF)=CC1=CC(=CC=C1)OC (2-Ethoxy-1-fluoro-3-(3-methoxyphenyl)prop-2-ene), Cl (hydrogen chloride). Solvent: C(C)OCC (diethyl ether). The product is FCC(CC1=CC(=CC=C1)OC)=O (1-fluoro-3-(3-methoxyphenyl)-2-propanone). Isolated yield 98.8%. As a reaction SMILES: C([O:3][C:4](=[CH:7][C:8]1[CH:13]=[CH:12][CH:11]=[C:10]([O:14][CH3:15])[CH:9]=1)[CH2:5][F:6])C.Cl>C(OCC)C>[F:6][CH2:5][C:4](=[O:3])[CH2:7][C:8]1[CH:13]=[CH:12][CH:11]=[C:10]([O:14][CH3:15])[CH:9]=1. Reported procedure: 2-Ethoxy-1-fluoro-3-(3-methoxyphenyl)prop-2-ene (8.40 g, 0.040 mol) is stirred with a saturated solution of hydrogen chloride in diethyl ether (80 ml) overnight. The ether layer is separated, washed with water, dried (MgSO4) and filtered. Concentration of the solvent affords 1-fluoro-3-(3-methoxyphenyl)-2-propanone (7.200 g); NMR (CDCl3): 3.73 ppm (m, 5H); 4.77 ppm (d, JHF =48 Hz, 2H); 6.57-7.33 ppm (m, 4H). Starting materials: ClC=1C=CC(=C(C1)SC1=C2C=CN=CC2=CC=C1)[N+](=O)[O-] (5-(5-chloro-2-nitrophenylsulfanyl)isoquinoline), C([O-])([O-])=O.[K+].[K+] (potassium carbonate), N1C=NC=C1 (imidazole). Run in CN(C)C=O (DMF). Conditions: temperature 140 celsius, time 3 hour. Yields the product N1(C=NC=C1)C=1C=CC(=C(C1)SC1=C2C=CN=CC2=CC=C1)[N+](=O)[O-] (5-[5-(1H-1-imidazolyl)-2-nitrophenylsulfanyl)isoquinoline). Yield: 48.8%. Reaction SMILES: Cl[C:2]1[CH:3]=[CH:4][C:5]([N+:19]([O-:21])=[O:20])=[C:6]([S:8][C:9]2[CH:18]=[CH:17][CH:16]=[C:15]3[C:10]=2[CH:11]=[CH:12][N:13]=[CH:14]3)[CH:7]=1.C(=O)([O-])[O-].[K+].[K+].[NH:28]1[CH:32]=[CH:31][N:30]=[CH:29]1>CN(C=O)C>[N:28]1([C:2]2[CH:3]=[CH:4][C:5]([N+:19]([O-:21])=[O:20])=[C:6]([S:8][C:9]3[CH:18]=[CH:17][CH:16]=[C:15]4[C:10]=3[CH:11]=[CH:12][N:13]=[CH:14]4)[CH:7]=2)[CH:32]=[CH:31][N:30]=[CH:29]1 |f:1.2.3|. Reported procedure: According to the method in Example 10, a mixture of 5-(5-chloro-2-nitrophenylsulfanyl)isoquinoline 630 mg (2.0 mmol), DMF 5 ml, potassium carbonate 300 mg (2.2 mmol) and imidazole 140 mg (2.1 mmol) was stirred at 140° C. for 3 hours, and 5-[5-(1H-1-imidazolyl)-2-nitrophenylsulfanyl)isoquinoline 340 mg (49.0%) was obtained. Starting materials: O=C([O-])[O-], CN1C(=O)CCC2(C)c3ccc(S)cc3CCC12, CN(C)C=O, CCOC(C)=O, Fc1ccc2nc(Cl)ccc2c1, [K+], [K+]. The product is CN1C(=O)CCC2(C)c3ccc(Sc4ccc5cc(F)ccc5n4)cc3CCC12. As a reaction SMILES: [C:19](=[O:20])([O-:21])[O-:22].[CH3:1][N:2]1[C:3](=[O:18])[CH2:4][CH2:5][C:6]2([CH3:17])[c:7]3[c:8]([cH:12][c:13]([SH:16])[cH:14][cH:15]3)[CH2:9][CH2:10][CH:11]12.[CH3:37][N:38]([CH3:39])[CH:40]=[O:41].[CH3:42][CH2:43][O:44][C:45](=[O:46])[CH3:47].[Cl:25][c:26]1[n:27][c:28]2[cH:29][cH:30][c:31]([F:36])[cH:32][c:33]2[cH:34][cH:35]1.[K+:23].[K+:24]>>[CH3:1][N:2]1[C:3](=[O:18])[CH2:4][CH2:5][C:6]2([CH3:17])[c:7]3[c:8]([cH:12][c:13]([S:16][c:26]4[n:27][c:28]5[cH:29][cH:30][c:31]([F:36])[cH:32][c:33]5[cH:34][cH:35]4)[cH:14][cH:15]3)[CH2:9][CH2:10][CH:11]12. Starting materials: COc1cccc(CN(CC(O)C(Cc2cc(F)cc(F)c2)NC(=O)c2cc(C(C)=O)cc(S(C)(=O)=O)c2)C(=O)OC(C)(C)C)c1, CO, Cl. Yields the product COc1cccc(CNCC(O)C(Cc2cc(F)cc(F)c2)NC(=O)c2cc(C(C)=O)cc(S(C)(=O)=O)c2)c1. RXN SMILES: [CH3:1][O:2][c:3]1[cH:4][c:5]([CH2:6][N:7]([C:8](=[O:9])[O:10][C:11]([CH3:12])([CH3:13])[CH3:14])[CH2:15][CH:16]([CH:17]([CH2:18][c:19]2[cH:20][c:21]([F:26])[cH:22][c:23]([F:25])[cH:24]2)[NH:27][C:28]([c:29]2[cH:30][c:31]([C:39]([CH3:40])=[O:41])[cH:32][c:33]([S:35](=[O:36])(=[O:37])[CH3:38])[cH:34]2)=[O:42])[OH:43])[cH:44][cH:45][cH:46]1.[CH3:48][OH:49].[ClH:47]>>[CH3:1][O:2][c:3]1[cH:4][c:5]([CH2:6][NH:7][CH2:15][CH:16]([CH:17]([CH2:18][c:19]2[cH:20][c:21]([F:26])[cH:22][c:23]([F:25])[cH:24]2)[NH:27][C:28]([c:29]2[cH:30][c:31]([C:39]([CH3:40])=[O:41])[cH:32][c:33]([S:35](=[O:36])(=[O:37])[CH3:38])[cH:34]2)=[O:42])[OH:43])[cH:44][cH:45][cH:46]1. Starting materials: CS(=O)(=O)c1ccc(-c2cc(C(F)(F)F)nc(S(C)(=O)=O)n2)cc1, CN1CCCC1=O, NC1CCOCC1, O. Yields the product CS(=O)(=O)c1ccc(-c2cc(C(F)(F)F)nc(NC3CCOCC3)n2)cc1. As a reaction SMILES: [CH3:1][S:2](=[O:3])(=[O:4])[c:5]1[n:6][c:7]([C:21]([F:22])([F:23])[F:24])[cH:8][c:9](-[c:11]2[cH:12][cH:13][c:14]([S:17](=[O:18])(=[O:19])[CH3:20])[cH:15][cH:16]2)[n:10]1.[CH3:33][N:34]1[CH2:35][CH2:36][CH2:37][C:38]1=[O:39].[O:25]1[CH2:26][CH2:27][CH:28]([NH2:31])[CH2:29][CH2:30]1.[OH2:32]>>[c:5]1([NH:31][CH:28]2[CH2:27][CH2:26][O:25][CH2:30][CH2:29]2)[n:6][c:7]([C:21]([F:22])([F:23])[F:24])[cH:8][c:9](-[c:11]2[cH:12][cH:13][c:14]([S:17](=[O:18])(=[O:19])[CH3:20])[cH:15][cH:16]2)[n:10]1.